From a dataset of the Open Reaction Database (ORD), a public repository of structured organic reaction records. describe an organic reaction: reactants, conditions, products, and yield Starting materials: CCOc1cc(Cc2cnc(N)nc2N)cc2[nH]ccc12, CN(C)S(=O)(=O)Cl, CN(C)C=O. Product: CCOc1cc(Cc2cnc(N)nc2N)cc2c1ccn2S(=O)(=O)N(C)C. RXN SMILES: [CH2:1]([CH3:2])[O:3][c:4]1[c:5]2[cH:6][cH:7][nH:8][c:9]2[cH:10][c:11]([CH2:13][c:14]2[c:15]([NH2:21])[n:16][c:17]([NH2:20])[n:18][cH:19]2)[cH:12]1.[CH3:22][N:23]([S:24](=[O:25])(=[O:26])[Cl:27])[CH3:28].[CH3:29][N:30]([CH3:31])[CH:32]=[O:33]>>[CH2:1]([CH3:2])[O:3][c:4]1[c:5]2[cH:6][cH:7][n:8]([S:24]([N:23]([CH3:22])[CH3:28])(=[O:25])=[O:26])[c:9]2[cH:10][c:11]([CH2:13][c:14]2[c:15]([NH2:21])[n:16][c:17]([NH2:20])[n:18][cH:19]2)[cH:12]1. Reactants: CN(C1CCOCC1)CC1=CC=C(N)C=C1 (4-[[N-methyl-N-(tetrahydropyran-4-yl)amino]methyl]aniline), CN(C)C=O (DMF), C(CCC)OCCOC1=CC=C(C=C1)C=1C=CC2=C(C=C(CCN2C(=O)C=2SC=CC2)C(=O)O)C1 (7-(4-butoxyethoxyphenyl)-1-(2-thienylcarbonyl)-2,3-dihydro-1-benzazepine-4-carboxylic acid), S(=O)(Cl)Cl (thionyl chloride). Solvent: ClCCl (dichloromethane), C(C)N(CC)CC (triethylamine), O (water), ClCCl (dichloromethane). Reaction conditions: time 1 hour. Yields the product C(CCC)OCCOC1=CC=C(C=C1)C=1C=CC2=C(C=C(CCN2C(=O)C=2SC=CC2)C(=O)NC2=CC=C(C=C2)CN(C2CCCOC2)C)C1 (7-(4-butoxyethoxyphenyl)-N-[4-[[N-methyl-N-(tetrahydropyran-5-yl)amino]methyl]phenyl]-1-(2-thienylcarbonyl)-2,3-dihydro-1-benzazepine-4-carboxamide). As a reaction SMILES: CN([CH:4]=[O:5])C.[CH2:6]([O:10][CH2:11][CH2:12][O:13][C:14]1[CH:19]=[CH:18][C:17]([C:20]2[CH:21]=[CH:22][C:23]3[N:29]([C:30]([C:32]4[S:33][CH:34]=[CH:35][CH:36]=4)=[O:31])[CH2:28][CH2:27][C:26]([C:37]([OH:39])=O)=[CH:25][C:24]=3[CH:40]=2)=[CH:16][CH:15]=1)[CH2:7][CH2:8][CH3:9].S(Cl)(Cl)=O.[CH3:45][N:46]([CH2:53][C:54]1[CH:60]=[CH:59][C:57]([NH2:58])=[CH:56][CH:55]=1)[CH:47]1[CH2:52][CH2:51]OC[CH2:48]1>ClCCl.O.C(N(CC)CC)C>[CH2:6]([O:10][CH2:11][CH2:12][O:13][C:14]1[CH:15]=[CH:16][C:17]([C:20]2[CH:21]=[CH:22][C:23]3[N:29]([C:30]([C:32]4[S:33][CH:34]=[CH:35][CH:36]=4)=[O:31])[CH2:28][CH2:27][C:26]([C:37]([NH:58][C:57]4[CH:56]=[CH:55][C:54]([CH2:53][N:46]([CH3:45])[CH:47]5[CH2:48][O:5][CH2:4][CH2:51][CH2:52]5)=[CH:60][CH:59]=4)=[O:39])=[CH:25][C:24]=3[CH:40]=2)=[CH:18][CH:19]=1)[CH2:7][CH2:8][CH3:9]. Reported procedure: One droplet of DMF was added to a solution of 7-(4-butoxyethoxyphenyl)-1-(2-thienylcarbonyl)-2,3-dihydro-1-benzazepine-4-carboxylic acid (100 mg) in dichloromethane (10 ml). Then, thionyl chloride (31 mg) was added at 0° C., the temperature was returned to room temperature, and the mixture was stirred under nitrogen atmosphere for 1 hour. Then, this solution was added to a solution of 4-[[N-methyl-N-(tetrahydropyran-4-yl)amino]methyl]aniline (57 mg) and triethylamine (520 mg) in dichloromethane ...